From a dataset of the Open Reaction Database (ORD), a public repository of structured organic reaction records. describe an organic reaction: reactants, conditions, products, and yield Reactants: [OH-].[Na+] (NaOH), C(Cl)Cl (methylene chloride), CCCCCCCCCCCCCCCC1=C(C(=O)N(C1=O)C)C2=CN(C3=CC=CC=C32)C (IM-7), C(C1=CC=CC=C1)(=O)Cl (Benzoyl chloride). Solvent: O (water). Reaction conditions: time 4 hour. The product is CN1C=C(C2=CC=CC=C21)C3=C(C(=O)N(C3=O)C)OC (IM-8). Yield: 15.5%. Reaction SMILES: C(Cl)Cl.CCCCCCCCCCCCCCC[C:19]1[C:24](=[O:25])[N:23]([CH3:26])[C:21](=[O:22])[C:20]=1[C:27]1[C:35]2[C:30](=[CH:31][CH:32]=[CH:33][CH:34]=2)[N:29]([CH3:36])[CH:28]=1.[C:37](Cl)(=[O:44])C1C=CC=CC=1.[OH-].[Na+]>O>[CH3:36][N:29]1[C:30]2[C:35](=[CH:34][CH:33]=[CH:32][CH:31]=2)[C:27]([C:20]2[C:21](=[O:22])[N:23]([CH3:26])[C:24](=[O:25])[C:19]=2[O:44][CH3:37])=[CH:28]1 |f:3.4|. Procedure: Into a methylene chloride (500 ml)/a triethylamine (11 g, 1.1 mol) was dissolved IM-7 (124.6 g, 1 mol). Benzoyl chloride (140.6 g, 1 mol) was added dropwise at room temperature. After the mixture was stirred for four hours, water (100 ml) and an aqueous 5% NaOH solution (50 ml) were added, then, the mixture was separated. After a methylene chloride layer was dried with magnesium sulfate, it was concentrated, then, distillated under a reduced pressure (150 to 160° C., 6 mmHg) to obtain 42 g of IM...